describe an organic reaction: reactants, conditions, products, and yield From a dataset of the Open Reaction Database (ORD), a public repository of structured organic reaction records. Starting materials: CC(C)(C)[O-], CN(C)C=O, CC(=O)O, Cc1c(Cl)ccc(S(C)(=O)=O)c1C, [K+], CCCCON=O, O. Yields the product Cc1c(Cl)ccc(S(C)(=O)=O)c1C=NO. As a reaction SMILES: [CH3:21][C:22]([CH3:23])([O-:24])[CH3:25].[CH3:28][N:29]([CH3:30])[CH:31]=[O:32].[CH3:33][C:34](=[O:35])[OH:36].[CH3:8][c:9]1[c:10]([Cl:20])[cH:11][cH:12][c:13]([S:16](=[O:17])(=[O:18])[CH3:19])[c:14]1[CH3:15].[K+:26].[N:1](=[O:2])[O:3][CH2:4][CH2:5][CH2:6][CH3:7].[OH2:27]>>[N:1]([OH:2])=[CH:15][c:14]1[c:9]([CH3:8])[c:10]([Cl:20])[cH:11][cH:12][c:13]1[S:16](=[O:17])(=[O:18])[CH3:19]. Reactants: CC(C)(C(=O)O)c1ccccc1, O=C(Cl)C(=O)Cl, ClCCl, CN(C)C=O. The product is CC(C)(C(N)=O)c1ccccc1. As a reaction SMILES: [CH3:1][C:2]([C:3](=[O:4])[OH:5])([CH3:6])[c:7]1[cH:8][cH:9][cH:10][cH:11][cH:12]1.[Cl:18][C:19]([C:20]([Cl:21])=[O:22])=[O:23].[Cl:24][CH2:25][Cl:26].[O:13]=[CH:14][N:15]([CH3:16])[CH3:17]>>[CH3:1][C:2]([C:3](=[O:4])[NH2:15])([CH3:6])[c:7]1[cH:8][cH:9][cH:10][cH:11][cH:12]1. Reactants: COC=C1C(NC(C2=CC=CC=C12)=O)=O (4-Methoxymethylene-4H-isoquinoline-1,3-dione), NC1=CC=C(CO)C=C1 (4-aminobenzyl alcohol). Run in CN(C=O)C (N,N-dimethylformamide). Conditions: temperature 115 celsius, time 1.5 hour. Yields the product OCC1=CC=C(C=C1)NC=C1C(NC(C2=CC=CC=C12)=O)=O (4-[(4-Hydroxymethyl-phenylamino)-methylene]-4H-isoquinoline-1,3-dione). Yield: 89.5%. As a reaction SMILES: CO[CH:3]=[C:4]1[C:13]2[C:8](=[CH:9][CH:10]=[CH:11][CH:12]=2)[C:7](=[O:14])[NH:6][C:5]1=[O:15].[NH2:16][C:17]1[CH:24]=[CH:23][C:20]([CH2:21][OH:22])=[CH:19][CH:18]=1>CN(C)C=O>[OH:22][CH2:21][C:20]1[CH:23]=[CH:24][C:17]([NH:16][CH:3]=[C:4]2[C:13]3[C:8](=[CH:9][CH:10]=[CH:11][CH:12]=3)[C:7](=[O:14])[NH:6][C:5]2=[O:15])=[CH:18][CH:19]=1. Procedure: To a suspension of 4-Methoxymethylene-4H-isoquinoline-1,3-dione (203 mg, 1.0 mmol) in N,N-dimethylformamide (2.5 mL) is added 4-aminobenzyl alcohol (123.2 mg, 1.0 mmol). The reaction mixture is shaken at 115° C. for 1.5 hours. Upon cooling to ambient temperature, product precipitated out of solution. The product is recovered by filtration, rinsing with diethyl ether, and drying to yield 263.3 mg 4-[(4-Hydroxymethyl-phenylamino)-methylene]-4H-isoquinoline-1,3-dione. Yields the product COc1cc([N+](=O)[O-])c(F)cc1Cl. RXN SMILES: [C:15](=[O:16])([O-:17])[O-:18].[CH3:13][I:14].[CH3:21][C:22](=[O:23])[CH3:24].[Cl:1][c:2]1[c:3]([OH:12])[cH:4][c:5]([N+:9](=[O:10])[O-:11])[c:6]([F:8])[cH:7]1.[K+:19].[K+:20]>>[Cl:1][c:2]1[c:3]([O:12][CH3:15])[cH:4][c:5]([N+:9](=[O:10])[O-:11])[c:6]([F:8])[cH:7]1. Starting materials: O=C([O-])[O-], CI, CC(C)=O, O=[N+]([O-])c1cc(O)c(Cl)cc1F, [K+], [K+]. Reactants: CCCCCC (hexane), C1=CC=CC=2C(C3=C(CCC21)C=CC=C3)C3CNCCC3 (3-(10,11-dihydro-5H-dibenzo[a,d]cyclohepten-5-yl)piperidine), [OH-].[Na+] (NaOH). Solvent: C(=O)O (formic acid), C=O (formaldehyde). Yields the product C1=CC=CC=2C(C3=C(CCC21)C=CC=C3)C3CN(CCC3)C (3-(10,11-dihydro-5H-dibenzo[a,d]cyclohepten-5-yl)-l-methyl-piperidine). Isolated yield 76.0%. RXN SMILES: [CH:1]1[C:11]2[CH2:10][CH2:9][C:8]3[CH:12]=[CH:13][CH:14]=[CH:15][C:7]=3[CH:6]([CH:16]3[CH2:21][CH2:20][CH2:19][NH:18][CH2:17]3)[C:5]=2[CH:4]=[CH:3][CH:2]=1.[OH-].[Na+].[CH3:24]CCCCC>C(O)=O.C=O>[CH:12]1[C:8]2[CH2:9][CH2:10][C:11]3[CH:1]=[CH:2][CH:3]=[CH:4][C:5]=3[CH:6]([CH:16]3[CH2:21][CH2:20][CH2:19][N:18]([CH3:24])[CH2:17]3)[C:7]=2[CH:15]=[CH:14][CH:13]=1 |f:1.2|. Procedure details: Dissolved 3-(10,11-dihydro-5H-dibenzo[a,d]cyclohepten-5-yl)piperidine (0.75 g, 2.7 mmol)in 1.1 mL of formic acid and 1.5 mL of 37% aqueous formaldehyde. Heated in a 90°-95° C. oil bath for 20 hours. Cooled to room temperature, and made basic with 5% NaOH. Extracted with ether. Dried combined organic extracts with MgSO4, filtered, and evaporated. Crystallized product from hexane to give 0.60 g (76% yield) of 3-(10,11-dihydro-5H-dibenzo[a,d]cyclohepten-5-yl)-l-methyl-piperidine as white solid. Dis... Reactants: O=[N+]([O-])c1ccc(Cl)nc1, [F-], [K+], CN(C)C=O, Oc1ccc2c(c1)CCC(c1ccccc1)O2. Yields the product O=[N+]([O-])c1ccc(Oc2ccc3c(c2)CCC(c2ccccc2)O3)nc1. As a reaction SMILES: [Cl:20][c:21]1[n:22][cH:23][c:24]([N+:27](=[O:28])[O-:29])[cH:25][cH:26]1.[F-:1].[K+:2].[O:30]=[CH:31][N:32]([CH3:33])[CH3:34].[c:3]1([CH:9]2[O:10][c:11]3[cH:12][cH:13][c:14]([OH:19])[cH:15][c:16]3[CH2:17][CH2:18]2)[cH:4][cH:5][cH:6][cH:7][cH:8]1>>[c:3]1([CH:9]2[O:10][c:11]3[cH:12][cH:13][c:14]([O:19][c:21]4[n:22][cH:23][c:24]([N+:27](=[O:28])[O-:29])[cH:25][cH:26]4)[cH:15][c:16]3[CH2:17][CH2:18]2)[cH:4][cH:5][cH:6][cH:7][cH:8]1. Product: CC(C)(C)c1cnc(CSc2cnc(NC(=O)Cc3ccc(CN)cc3)s2)o1. Starting materials: CC(C)(C)c1cnc(CSc2cnc(NC(=O)Cc3ccc(CBr)cc3)s2)o1, CN(C)C=O, CCOC(C)=O, N. RXN SMILES: [Br:1][CH2:2][c:3]1[cH:4][cH:5][c:6]([CH2:9][C:10](=[O:11])[NH:12][c:13]2[s:14][c:15]([S:18][CH2:19][c:20]3[o:21][c:22]([C:25]([CH3:26])([CH3:27])[CH3:28])[cH:23][n:24]3)[cH:16][n:17]2)[cH:7][cH:8]1.[CH3:30][N:31]([CH3:32])[CH:33]=[O:34].[CH3:35][CH2:36][O:37][C:38](=[O:39])[CH3:40].[NH3:29]>>[CH2:2]([c:3]1[cH:4][cH:5][c:6]([CH2:9][C:10](=[O:11])[NH:12][c:13]2[s:14][c:15]([S:18][CH2:19][c:20]3[o:21][c:22]([C:25]([CH3:26])([CH3:27])[CH3:28])[cH:23][n:24]3)[cH:16][n:17]2)[cH:7][cH:8]1)[NH2:29].